Dataset: the Open Reaction Database (ORD), a public repository of structured organic reaction records. Task: describe an organic reaction: reactants, conditions, products, and yield The reactants are C(C)(C)(C)N (tert-butylamine), BrC1=CC=CC=C1 (bromobenzene), CC(C)([O-])C.[Na+] (sodium tert-butoxide). RXN SMILES: [C:1]([NH2:5])([CH3:4])([CH3:3])[CH3:2].Br[C:7]1[CH:12]=[CH:11][CH:10]=[CH:9][CH:8]=1.CC(C)([O-])C.[Na+]>C1C=CC(/C=C/C(/C=C/C2C=CC=CC=2)=O)=CC=1.C1C=CC(/C=C/C(/C=C/C2C=CC=CC=2)=O)=CC=1.[Pd].C1(P(C2C=CC=CC=2)C2C=CC3C(=CC=CC=3)C=2C2C3C(=CC=CC=3)C=CC=2P(C2C=CC=CC=2)C2C=CC=CC=2)C=CC=CC=1.C1(C)C=CC=CC=1>[C:1]([NH:5][C:7]1[CH:12]=[CH:11][CH:10]=[CH:9][CH:8]=1)([CH3:4])([CH3:3])[CH3:2] |f:2.3,4.5.6|. Procedure details: A mixture of Pd(dba)2 (0.230 g, 0.400 mmol), (±)-2,2′-Bis(diphenylphosphino)-1,1′-binaphthalene (0.374 g, 0.601 mmol) and toluene (40 mL) in a sealed tube was stirred for 30 min at room temperature before adding tert-butylamine (1.80 mL, 17.1 mmol), bromobenzene (1.60 mL, 15.2 mmol) and sodium tert-butoxide (2.01 g, 20.9 mmol). The reaction solution was flushed with Ar for 1 min. and was stirred for 24 h at 100° C. After cooling the reaction mixture to room temperature, Et2O (50 mL) was added. T... Reaction conditions: time 30 minute. Yields the product C(C)(C)(C)NC1=CC=CC=C1 (N-(tert-butyl)-N-phenylamine). The reagents and catalysts are C=1C=CC(=CC1)/C=C/C(=O)/C=C/C2=CC=CC=C2.C=1C=CC(=CC1)/C=C/C(=O)/C=C/C2=CC=CC=C2.[Pd] (Pd(dba)2), C1(=CC=CC=C1)P(C1=C(C2=CC=CC=C2C=C1)C1=C(C=CC2=CC=CC=C12)P(C1=CC=CC=C1)C1=CC=CC=C1)C1=CC=CC=C1 ((±)-2,2′-Bis(diphenylphosphino)-1,1′-binaphthalene). The solvent is C1(=CC=CC=C1)C (toluene). Yield: 82.7%. Reactants: O (water), C[Si](C)(C)Cl (TMSCl), C(C1=CC=CC=C1)[C@H]1C(NC2(N1)CCN(CC2)C(C(CC)CC)=O)=O (3-(S)-Benzyl-8-(2-ethylbutyryl)-1,4,8-triazaspiro[4,5]decan-2-one). Run in CC(=O)CC (ethyl methyl ketone). Run at time 8 hour. Yields the product Cl.C(C1=CC=CC=C1)[C@H]1C(NC2(N1)CCN(CC2)C(C(CC)CC)=O)=O (3-(S)-benzyl-8-(2-ethylbutyryl)-1,4,8-triazaspiro[4,5]decan-2-one hydrochloride). RXN SMILES: [CH2:1]([C@@H:8]1[NH:12][C:11]2([CH2:17][CH2:16][N:15]([C:18](=[O:24])[CH:19]([CH2:22][CH3:23])[CH2:20][CH3:21])[CH2:14][CH2:13]2)[NH:10][C:9]1=[O:25])[C:2]1[CH:7]=[CH:6][CH:5]=[CH:4][CH:3]=1.O.C[Si]([Cl:31])(C)C>CC(CC)=O>[ClH:31].[CH2:1]([C@@H:8]1[NH:12][C:11]2([CH2:17][CH2:16][N:15]([C:18](=[O:24])[CH:19]([CH2:20][CH3:21])[CH2:22][CH3:23])[CH2:14][CH2:13]2)[NH:10][C:9]1=[O:25])[C:2]1[CH:7]=[CH:6][CH:5]=[CH:4][CH:3]=1 |f:4.5|. Procedure details: 3-(S)-Benzyl-8-(2-ethylbutyryl)-1,4,8-triazaspiro[4,5]decan-2-one (610 mg, 1.8 mmol) was dissolved in ethyl methyl ketone (5 ml), treated with water (18 μL) and TMSCl (247 μL) and stirred overnight. The solid precipitated in this process was filtered off, washed with ether and dried in vacuo. The product 3-(S)-benzyl-8-(2-ethylbutyryl)-1,4,8-triazaspiro[4,5]decan-2-one hydrochloride was obtained in a yield of 590 mg (87%). Reactants: Clc1nc(Cl)c2ccnc-2[nH]1, O=C1CCC(=O)N1I, CN(C)C=O, O. The product is Clc1nc(Cl)c2c(I)cnc-2[nH]1. RXN SMILES: [Cl:1][c:2]1[n:3][c:4]([Cl:11])[c:5]2[cH:10][cH:9][n:8][c:6]-2[nH:7]1.[I:12][N:13]1[C:14](=[O:15])[CH2:16][CH2:17][C:18]1=[O:19].[O:21]=[CH:22][N:23]([CH3:24])[CH3:25].[OH2:20]>>[Cl:1][c:2]1[n:3][c:4]([Cl:11])[c:5]2[c:10]([I:12])[cH:9][n:8][c:6]-2[nH:7]1. Reactants: C(=O)NNC1=CC=C(C=C1)[N+](=O)[O-] (1-formyl-2-(4-nitrophenyl)hydrazine). The reagents and catalysts are [C].[Pd] (palladium-carbon). Run in C(C)O (ethanol). The product is C(=O)NNC1=CC=C(C=C1)N (1-formyl-2-(4-aminophenyl)hydrazine). Yield: 81.9%. RXN SMILES: [CH:1]([NH:3][NH:4][C:5]1[CH:10]=[CH:9][C:8]([N+:11]([O-])=O)=[CH:7][CH:6]=1)=[O:2]>C(O)C.[C].[Pd]>[CH:1]([NH:3][NH:4][C:5]1[CH:10]=[CH:9][C:8]([NH2:11])=[CH:7][CH:6]=1)=[O:2] |f:2.3|. Procedure details: Then, 30 g of 1-formyl-2-(4-nitrophenyl)hydrazine was catalytically reduced in 1.6 liters of ethanol at room temperature using palladium-carbon as a catalyst. The reaction mixture was filtered to remove the catalyst and the filtrate was evaporated to dryness to provide 20.5 g of 1-formyl-2-(4-aminophenyl)hydrazine having a melting point of 123°-125° C. as a light brown solid. RXN SMILES: [C:25](=[O:26])([OH:27])[O-:28].[CH3:1][O:2][C:3](=[O:4])[c:5]1[cH:6][c:7]2[n:8][c:9]([Cl:20])[c:10]3[n:11]([c:12]2[cH:13][cH:14]1)[c:15]([O:18][CH3:19])[n:16][n:17]3.[CH3:21][CH:22]([CH3:23])[NH2:24].[Na+:29].[O:30]=[CH:31][N:32]([CH3:33])[CH3:34]>>[CH3:1][O:2][C:3](=[O:4])[c:5]1[cH:6][c:7]2[n:8][c:9]([NH:24][CH:22]([CH3:21])[CH3:23])[c:10]3[n:11]([c:12]2[cH:13][cH:14]1)[c:15]([O:18][CH3:19])[n:16][n:17]3. Starting materials: O=C([O-])O, COC(=O)c1ccc2c(c1)nc(Cl)c1nnc(OC)n12, CC(C)N, [Na+], CN(C)C=O. Yields the product COC(=O)c1ccc2c(c1)nc(NC(C)C)c1nnc(OC)n12. The reactants are N1(CCOCC1)C=1SC=C(N1)COC(=O)N[C@@H](C(C)C)C(=O)N[C@H](C[C@@H]([C@H](CC1=CC=CC=C1)NC(=O)OCC1=CN=CS1)O)CC1=CC=CC=C1 ((2S,3S,5S)-5-(N-(N-((2-(4-Morpholinyl)-4-thiazolyl)methoxycarbonyl)valinyl)amino)-2-(N-((5-thiazolyl)methoxycarbonyl)amino)-1,6-diphenyl-3-hydroxyhexane), CO (methanol), N[C@H](C[C@@H]([C@H](CC1=CC=CC=C1)NC(=O)OCC1=CN=CS1)O)CC1=CC=CC=C1 ((2S,3S,5S)-5-amino-2-(N-((5-thiazolyl)methoxycarbonyl)amino)-1,6-diphenyl-3-hydroxyhexane), N[C@@H](CC1=CC=CC=C1)[C@H](C[C@H](CC1=CC=CC=C1)NC(=O)OCC1=CN=CS1)O ((2S,3S,5S)-2-amino-5-(N-((5-thiazolyl)methoxycarbonyl)amino)-1,6-diphenyl-3-hydroxyhexane). Run in C(Cl)(Cl)Cl (chloroform). Yields the product N1(CCOCC1)C=1SC=C(N1)COC(=O)N[C@@H](C(C)C)C(=O)N[C@@H](CC1=CC=CC=C1)[C@H](C[C@H](CC1=CC=CC=C1)NC(=O)OCC1=CN=CS1)O ((2S,3S,5S)-2-(N-(N-((2-(4-Morpholinyl)-4-thiazolyl)-methoxycarbonyl)valinyl)amino)-5-(N-((5-thiazolyl)-methoxycarbonyl)amino)-1,6-diphenyl-3-hydroxyhexane). RXN SMILES: [N:1]1([C:7]2[S:8][CH:9]=[C:10]([CH2:12][O:13][C:14]([NH:16][C@H:17]([C:21]([NH:23][C@@H:24]([CH2:46][C:47]3[CH:52]=[CH:51][CH:50]=[CH:49][CH:48]=3)[CH2:25][C@H:26](O)[C@@H:27]([NH:35][C:36]([O:38][CH2:39][C:40]3[S:44][CH:43]=[N:42][CH:41]=3)=[O:37])[CH2:28][C:29]3[CH:34]=[CH:33][CH:32]=[CH:31][CH:30]=3)=[O:22])[CH:18]([CH3:20])[CH3:19])=[O:15])[N:11]=2)[CH2:6][CH2:5][O:4][CH2:3][CH2:2]1.N[C@@H](CC1C=CC=CC=1)C[C@H](O)[C@@H](NC(OCC1SC=NC=1)=[O:67])CC1C=CC=CC=1.N[C@H]([C@@H](O)C[C@@H](NC(OCC1SC=NC=1)=O)CC1C=CC=CC=1)CC1C=CC=CC=1.CO>C(Cl)(Cl)Cl>[N:1]1([C:7]2[S:8][CH:9]=[C:10]([CH2:12][O:13][C:14]([NH:16][C@H:17]([C:21]([NH:23][C@H:24]([C@@H:25]([OH:67])[CH2:26][C@@H:27]([NH:35][C:36]([O:38][CH2:39][C:40]3[S:44][CH:43]=[N:42][CH:41]=3)=[O:37])[CH2:28][C:29]3[CH:30]=[CH:31][CH:32]=[CH:33][CH:34]=3)[CH2:46][C:47]3[CH:52]=[CH:51][CH:50]=[CH:49][CH:48]=3)=[O:22])[CH:18]([CH3:20])[CH3:19])=[O:15])[N:11]=2)[CH2:2][CH2:3][O:4][CH2:5][CH2:6]1. Reported procedure: Using the procedure of Example 1 U but replacing N-((N-methyl-N-((2-isopropyl-4-thiazolyl)methyl)amino)carbonyl)-L-valine with the resultant compound of Example 11 E and replacing (2S,3S,5S)-5-amino-2-(N-((5-thiazolyl)methoxycarbonyl)amino)-1,6-diphenyl-3-hydroxyhexane with (2S,3S,5S)-2-amino-5-(N-((5-thiazolyl)methoxycarbonyl)amino)-1,6-diphenyl-3-hydroxyhexane provided, after silica gel chromatography using 2% methanol in chloroform, 196 mg (90%) of the desired compound (Rf 0.19, 4% methanol i... Starting materials: C1(=CC=CC=C1)C(C(=O)O)C1=CC=CC=C1 (diphenylacetic acid), solution, Cl (hydrochloric acid), CCOCC (ether), C(C=C)Br (allyl bromide). Solvent: O1CCCC1 (tetrahydrofuran), CCCCCC (hexane). Reaction conditions: time 1 hour. Yields the product C1(=CC=CC=C1)C(C(=O)O)(CC=C)C1=CC=CC=C1 (2,2-DIPHENYL-4-PENTENOIC ACID). Yield: 100.3%. Reaction SMILES: [C:1]1([CH:7]([C:11]2[CH:16]=[CH:15][CH:14]=[CH:13][CH:12]=2)[C:8]([OH:10])=[O:9])[CH:6]=[CH:5][CH:4]=[CH:3][CH:2]=1.[CH2:17](Br)[CH:18]=[CH2:19].Cl.CCOCC>O1CCCC1.CCCCCC>[C:1]1([C:7]([C:11]2[CH:16]=[CH:15][CH:14]=[CH:13][CH:12]=2)([CH2:19][CH:18]=[CH2:17])[C:8]([OH:10])=[O:9])[CH:2]=[CH:3][CH:4]=[CH:5][CH:6]=1. Procedure: A solution of diphenylacetic acid (250 g., 1.17 mol ) in 2.4 L of tetrahydrofuran was stirred at 0° C. under argon while 0.94 L of a 2.5M solution on n-butyllithium in hexane was added dropwise. After 1 hour, allyl bromide (142.5 g, 1.17 mole) was added in one portion. After 15 minutes, 500 mL of 10% hydrochloric acid was added, along with ether (2 L). The layers were separated, the aqueous layer extracted with ethyl ether (1×250 mL), the organic layers combined, washed with brine, dried (MgSO4)... Reactants: N1C=C(C2=CC=CC=C12)C1=C(C(=O)N(C1=O)C)C1=CN(C2=CC=CC=C12)C (3-(1H-indol-3-yl)-2-(1-methyl-1H-indol-3-yl)-N-methylmaleimide). The reagents and catalysts are [C].[Pd] (palladium-carbon). Run in CN(C)C=O (DMF). Reaction conditions: time 1 day. The product is N1C=C(C2=CC=CC=C12)C1C(C(N(C1=O)C)=O)C1=CN(C2=CC=CC=C12)C (4-(1H-indol-3-yl)-3-(1-methyl-1H-indol-3-yl)-1-methyl-2,5-dioxopyrrolidine). Isolated yield 98.8%. Reaction SMILES: [NH:1]1[C:9]2[C:4](=[CH:5][CH:6]=[CH:7][CH:8]=2)[C:3]([C:10]2[C:15](=[O:16])[N:14]([CH3:17])[C:12](=[O:13])[C:11]=2[C:18]2[C:26]3[C:21](=[CH:22][CH:23]=[CH:24][CH:25]=3)[N:20]([CH3:27])[CH:19]=2)=[CH:2]1>CN(C=O)C.[C].[Pd]>[NH:1]1[C:9]2[C:4](=[CH:5][CH:6]=[CH:7][CH:8]=2)[C:3]([CH:10]2[C:15](=[O:16])[N:14]([CH3:17])[C:12](=[O:13])[CH:11]2[C:18]2[C:26]3[C:21](=[CH:22][CH:23]=[CH:24][CH:25]=3)[N:20]([CH3:27])[CH:19]=2)=[CH:2]1 |f:2.3|. Procedure: To a solution of 3-(1H-indol-3-yl)-2-(1-methyl-1H-indol-3-yl)-N-methylmaleimide (60 mg, 0.17 mmol) in DMF (1 mL) was added a small amount of 10% palladium-carbon, and the whole was stirred at room temperature for 1 day under hydrogen atmosphere. The palladium-carbon was removed by filtration, and the filtrate was concentrated under reduced pressure. The residue was purified by column chromatography over silica gel (ethyl acetate:n-hexane =2:1) to obtain 4-(1H-indol-3-yl)-3-(1-methyl-1H-indol-3-y... Starting materials: O (water), O=C1OC(C(N1C(=O)OC(C)(C)C)CC1=CC(=CC=C1)OC(C(F)F)(F)F)C1=CC=C(C=C1)OC=1C=NC=CC1 (tert-butyl (4RS,5SR)-2-oxo-5-[4-(pyridin-3-yloxy)phenyl]-4-[3-(1,1,2,2-tetrafluoroethoxy)benzyl]-1,3-oxazolidine-3-carboxylate), [OH-].[Na+] (sodium hydroxide). The solvent is CO (methanol), CO (methanol). Run at time 1 hour. Product: OC(C(CC1=CC(=CC=C1)OC(C(F)F)(F)F)NC(OC(C)(C)C)=O)C1=CC=C(C=C1)OC=1C=NC=CC1 (tert-butyl (1RS,2SR)-2-hydroxy-2-[4-(pyridin-3-yloxy)phenyl]-1-[3-(1,1,2,2-tetrafluoroethoxy)benzyl]ethylcarbamate). RXN SMILES: O=C1[N:6]([C:7]([O:9][C:10]([CH3:13])([CH3:12])[CH3:11])=[O:8])[CH:5]([CH2:14][C:15]2[CH:20]=[CH:19][CH:18]=[C:17]([O:21][C:22]([F:27])([F:26])[CH:23]([F:25])[F:24])[CH:16]=2)[CH:4]([C:28]2[CH:33]=[CH:32][C:31]([O:34][C:35]3[CH:36]=[N:37][CH:38]=[CH:39][CH:40]=3)=[CH:30][CH:29]=2)[O:3]1.[OH-].[Na+].O>CO>[OH:3][CH:4]([C:28]1[CH:29]=[CH:30][C:31]([O:34][C:35]2[CH:36]=[N:37][CH:38]=[CH:39][CH:40]=2)=[CH:32][CH:33]=1)[CH:5]([NH:6][C:7](=[O:8])[O:9][C:10]([CH3:13])([CH3:11])[CH3:12])[CH2:14][C:15]1[CH:20]=[CH:19][CH:18]=[C:17]([O:21][C:22]([F:26])([F:27])[CH:23]([F:24])[F:25])[CH:16]=1 |f:1.2|. Procedure: To a solution of tert-butyl (4RS,5SR)-2-oxo-5-[4-(pyridin-3-yloxy)phenyl]-4-[3-(1,1,2,2-tetrafluoroethoxy)benzyl]-1,3-oxazolidine-3-carboxylate (1.70 g, 3.02 mmol) in methanol (10 ml) was added a solution (7.26 ml, 3.63 mmol) of 0.5N sodium hydroxide in methanol, and the mixture was stirred at room temperature for 1 hr. To the reaction solution was added water (100 ml), and the mixture was extracted with ethyl acetate (100 ml×2). The extract was washed with saturated brine, dried (anhydrous magn... Reactants: ClCC(=O)NC1=CC=C(C=C1)C#N (2-chloro-N-(4-cyano-phenyl)-acetamide), Cl.FC1=CC=C(CC2CCNCC2)C=C1 (4-(4-fluoro-benzyl)-piperidine hydrochloride). The solvent is C(C)OCC (diethylether). Product: C(#N)C1=CC=C(C=C1)NC(CN1CCC(CC1)CC1=CC=C(C=C1)F)=O (N-(4-Cyano-phenyl)-2-[4-(4-fluoro-benzyl)-piperidin-1-yl]-acetamide). RXN SMILES: Cl[CH2:2][C:3]([NH:5][C:6]1[CH:11]=[CH:10][C:9]([C:12]#[N:13])=[CH:8][CH:7]=1)=[O:4].Cl.[F:15][C:16]1[CH:28]=[CH:27][C:19]([CH2:20][CH:21]2[CH2:26][CH2:25][NH:24][CH2:23][CH2:22]2)=[CH:18][CH:17]=1>C(OCC)C>[C:12]([C:9]1[CH:10]=[CH:11][C:6]([NH:5][C:3](=[O:4])[CH2:2][N:24]2[CH2:25][CH2:26][CH:21]([CH2:20][C:19]3[CH:18]=[CH:17][C:16]([F:15])=[CH:28][CH:27]=3)[CH2:22][CH2:23]2)=[CH:7][CH:8]=1)#[N:13] |f:1.2|. Reported procedure: The title compound is prepared from 2-chloro-N-(4-cyano-phenyl)-acetamide and 4-(4-fluoro-benzyl)-piperidine hydrochloride according to the method described in Example 142b. Melting Point: 113-116° C. (diethylether)